From a dataset of the Open Reaction Database (ORD), a public repository of structured organic reaction records. describe an organic reaction: reactants, conditions, products, and yield Starting materials: CC(=O)O, Nc1ccc(Cl)cc1F, O=C1OC(=O)c2ccccc21, O. Product: O=C1c2ccccc2C(=O)N1c1ccc(Cl)cc1F. RXN SMILES: [CH3:21][C:22](=[O:23])[OH:24].[Cl:1][c:2]1[cH:3][c:4]([F:9])[c:5]([NH2:6])[cH:7][cH:8]1.[O:10]=[C:11]1[O:12][C:13](=[O:14])[c:15]2[cH:16][cH:17][cH:18][cH:19][c:20]21.[OH2:25]>>[Cl:1][c:2]1[cH:3][c:4]([F:9])[c:5]([N:6]2[C:11](=[O:10])[c:20]3[c:15]([cH:16][cH:17][cH:18][cH:19]3)[C:13]2=[O:12])[cH:7][cH:8]1. The reactants are O=C(O)c1ccccc1Br, CCCCO, [Cu]I, [K+], [K+], [K+], NCc1ccccc1, OCCO, O=P([O-])([O-])[O-]. Yields the product O=C(O)c1ccccc1NCc1ccccc1. As a reaction SMILES: [Br:17][c:18]1[c:19]([C:20](=[O:21])[OH:22])[cH:23][cH:24][cH:25][cH:26]1.[CH2:33]([OH:34])[CH2:35][CH2:36][CH3:37].[Cu:31][I:32].[K+:6].[K+:7].[K+:8].[NH2:9][CH2:10][c:11]1[cH:12][cH:13][cH:14][cH:15][cH:16]1.[OH:27][CH2:28][CH2:29][OH:30].[P:1]([O-:2])([O-:3])([O-:4])=[O:5]>>[NH:9]([CH2:10][c:11]1[cH:12][cH:13][cH:14][cH:15][cH:16]1)[c:18]1[c:19]([C:20](=[O:21])[OH:22])[cH:23][cH:24][cH:25][cH:26]1.